From a dataset of the Open Reaction Database (ORD), a public repository of structured organic reaction records. describe an organic reaction: reactants, conditions, products, and yield Reactants: CCOC(=O)c1ccc(Cl)nc1, [Na+], [Na+], O=C([O-])[O-], C1COCCO1, O, OB(O)Oc1ccccc1, c1ccc(P(c2ccccc2)(c2ccccc2)[Pd](P(c2ccccc2)(c2ccccc2)c2ccccc2)(P(c2ccccc2)(c2ccccc2)c2ccccc2)P(c2ccccc2)(c2ccccc2)c2ccccc2)cc1. The product is CCOC(=O)c1ccc(-c2ccccc2)nc1. As a reaction SMILES: [CH2:1]([CH3:2])[O:3][C:4]([c:5]1[cH:6][n:7][c:8]([Cl:11])[cH:9][cH:10]1)=[O:12].[Na+:23].[Na+:24].[O-:25][C:26](=[O:27])[O-:28].[O:30]1[CH2:31][CH2:32][O:33][CH2:34][CH2:35]1.[OH2:29].[c:13]1([O:19][B:20]([OH:21])[OH:22])[cH:14][cH:15][cH:16][cH:17][cH:18]1.[cH:36]1[cH:37][cH:38][c:39]([P:40]([Pd:41]([P:42]([c:43]2[cH:44][cH:45][cH:46][cH:47][cH:48]2)([c:49]2[cH:50][cH:51][cH:52][cH:53][cH:54]2)[c:55]2[cH:56][cH:57][cH:58][cH:59][cH:60]2)([P:61]([c:62]2[cH:63][cH:64][cH:65][cH:66][cH:67]2)([c:68]2[cH:69][cH:70][cH:71][cH:72][cH:73]2)[c:74]2[cH:75][cH:76][cH:77][cH:78][cH:79]2)[P:80]([c:81]2[cH:82][cH:83][cH:84][cH:85][cH:86]2)([c:87]2[cH:88][cH:89][cH:90][cH:91][cH:92]2)[c:93]2[cH:94][cH:95][cH:96][cH:97][cH:98]2)([c:99]2[cH:100][cH:101][cH:102][cH:103][cH:104]2)[c:105]2[cH:106][cH:107][cH:108][cH:109][cH:110]2)[cH:111][cH:112]1>>[CH2:1]([CH3:2])[O:3][C:4]([c:5]1[cH:6][n:7][c:8](-[c:13]2[cH:14][cH:15][cH:16][cH:17][cH:18]2)[cH:9][cH:10]1)=[O:12]. Starting materials: C(C)(C)(C)OC(=O)N1C(OC[C@H]1C=1SC(=CN1)C1=NC(=CC=C1)Br)(C)C ((S)-4-[5-(6-bromopyridin-2-yl)thiazol-2-yl]-2,2-dimethyloxazolidine-3-carboxylic acid tert-butyl ester), C(C)(=O)OCC.Cl (hydrogen chloride-ethyl acetate). Solvent: O1CCCC1 (tetrahydrofuran). Reaction conditions: temperature 90 celsius. The product is Cl.Cl.N[C@@H](CO)C=1SC(=CN1)C1=NC(=CC=C1)Br ((S)-2-amino-2-[5-(6-bromopyridin-2-yl)thiazol-2-yl]ethanol dihydrochloride). RXN SMILES: C(OC([N:8]1[C@H:12]([C:13]2[S:14][C:15]([C:18]3[CH:23]=[CH:22][CH:21]=[C:20]([Br:24])[N:19]=3)=[CH:16][N:17]=2)[CH2:11][O:10]C1(C)C)=O)(C)(C)C.C(OCC)(=O)C.[ClH:33]>O1CCCC1>[ClH:33].[ClH:33].[NH2:8][C@H:12]([C:13]1[S:14][C:15]([C:18]2[CH:23]=[CH:22][CH:21]=[C:20]([Br:24])[N:19]=2)=[CH:16][N:17]=1)[CH2:11][OH:10] |f:1.2,4.5.6|. Procedure details: To a solution of (S)-4-[5-(6-bromopyridin-2-yl)thiazol-2-yl]-2,2-dimethyloxazolidine-3-carboxylic acid tert-butyl ester (5.00 g, 11.4 mmol) obtained in Step 2 in tetrahydrofuran (30 ml) was added 4N hydrogen chloride-ethyl acetate solution (30 ml) and heated to reflux at 90° C. for 2 hours. After the reaction solution was cooled, it was concentrated and washed with ethyl ether and dried, and the title compound (3.57 g) was obtained. Starting materials: C(=O)([O-])[O-].[K+].[K+] (K2CO3), CC1(C(C(CCC1)=C)C(=O)O)C (2,2-dimethyl-6-methylene-1-cyclohexanecarboxylic acid), C(C)Br (ethyl bromide), [OH-].[Na+] (NaOH). The solvent is CC(=O)C (acetone). Reaction conditions: time 2 hour. The product is CC1(C(C(CCC1)=C)C(=O)OCC)C (ethyl 2,2-dimethyl-6-methylene-1-cyclohexanecarboxylate). The yield is 92.3%. As a reaction SMILES: C([O-])([O-])=O.[K+].[K+].[CH3:7][C:8]1([CH3:18])[CH2:13][CH2:12][CH2:11][C:10](=[CH2:14])[CH:9]1[C:15]([OH:17])=[O:16].[CH2:19](Br)[CH3:20].[OH-].[Na+]>CC(C)=O>[CH3:7][C:8]1([CH3:18])[CH2:13][CH2:12][CH2:11][C:10](=[CH2:14])[CH:9]1[C:15]([O:17][CH2:19][CH3:20])=[O:16] |f:0.1.2,5.6|. Reported procedure: In a flask maintained under nitrogen and equipped with a mechanical stirrer, a suspension of K2CO3 (29.5 g, 0.241 mole) in an acetone (200 ml) solution of 2,2-dimethyl-6-methylene-1-cyclohexanecarboxylic acid (30.0 g, 0.179 ml) and ethyl bromide (23.3 g, 0.214 mole) was warmed up to reflux. After 2 h 30, the temperature was allowed to cool to 25° and the reaction mixture was poured on 5% NaOH, extracted with ether (twice), washed with H2O and sat. NaCl, dried over Na2SO4, filtered and the solven... Reactants: C1(=CC=CC=C1)C=1N(C=CN1)C1=CC=C(C=C1)C(CCC(=O)O)=O (4-(2-phenyl-1H-imidazol-1-yl)-γ-oxobenzenebutanoic acid), O.NN (hydrazine hydrate). Yields the product C1(=CC=CC=C1)C=1N(C=CN1)C1=CC=C(C=C1)C=1CCC(NN1)=O (4,5-dihydro-6-[4-(2-phenyl-1H-imidazol-1-yl)phenyl]-3(2H)-pyridazinone). As a reaction SMILES: [C:1]1([C:7]2[N:8]([C:12]3[CH:17]=[CH:16][C:15]([C:18](=O)[CH2:19][CH2:20][C:21](O)=[O:22])=[CH:14][CH:13]=3)[CH:9]=[CH:10][N:11]=2)[CH:6]=[CH:5][CH:4]=[CH:3][CH:2]=1.O.[NH2:26][NH2:27]>>[C:1]1([C:7]2[N:8]([C:12]3[CH:17]=[CH:16][C:15]([C:18]4[CH2:19][CH2:20][C:21](=[O:22])[NH:26][N:27]=4)=[CH:14][CH:13]=3)[CH:9]=[CH:10][N:11]=2)[CH:6]=[CH:5][CH:4]=[CH:3][CH:2]=1 |f:1.2|. Procedure: Similarly, reaction of 4-(2-phenyl-1H-imidazol-1-yl)-γ-oxobenzenebutanoic acid with hydrazine hydrate according to the procedure of this Example gives 4,5-dihydro-6-[4-(2-phenyl-1H-imidazol-1-yl)phenyl]-3(2H)-pyridazinone. The solvent is C(OC)COC (dimethoxyethane). Starting materials: FC1=C(C=CC(=C1)F)C(CC=1C=NC=CC1)=NO (2',4'-difluoro-2-(3-pyridyl)acetophenone oxime), [H-].[Na+] (sodium hydride), CI (methyl iodide). Run at time 30 minute. RXN SMILES: [F:1][C:2]1[CH:7]=[C:6]([F:8])[CH:5]=[CH:4][C:3]=1[C:9](=[N:17][OH:18])[CH2:10][C:11]1[CH:12]=[N:13][CH:14]=[CH:15][CH:16]=1.[H-].[Na+].[CH3:21]I>C(COC)OC>[CH3:21][O:18]/[N:17]=[C:9](/[C:3]1[CH:4]=[CH:5][C:6]([F:8])=[CH:7][C:2]=1[F:1])\[CH2:10][C:11]1[CH:12]=[N:13][CH:14]=[CH:15][CH:16]=1 |f:1.2|. Reported procedure: A solution of 2',4'-difluoro-2-(3-pyridyl)acetophenone oxime in 25 ml of dimethoxyethane is treated in portions with 0.50 g of sodium hydride dispersion (55% in oil) and the mixture is stirred at room temperature for 30 minutes. 1.8 g of methyl iodide is then added and the mixture is heated to reflux temperature. After 4 hours, it is cooled to room temperature, poured onto ice and extracted with ethyl acetate, and the organic phase is dried over anhydrous magnesium sulfate and concentrated under... Product: CO\N=C(/CC=1C=NC=CC1)\C1=C(C=C(C=C1)F)F ((E)-2',4'-difluoro-2-(3-pyridyl)acetophenone O-methyloxime). Starting materials: NS(=O)(=O)N (aminosulfonamide), ClCCCS(=O)(=O)N1CCC(CC1)C1=CNC2=C(C=C(C=C12)C1=CC=CC=C1)C(=O)N (3-{1-[(3-chloropropyl)sulfonyl]-4-piperidinyl}-5-phenyl-1H-indole-7-carboxamide), CN1CCNCC1 (1-methylpiperazine), C(=O)([O-])[O-].[K+].[K+] (K2CO3), [Na+].[I-] (NaI). The product is CN1CCN(CC1)CCCS(=O)(=O)N1CCC(CC1)C1=CNC2=C(C=C(C=C12)C1=CC=CC=C1)C(=O)N (3-(1-{[3-(4-methyl-1-piperazinyl)propyl]sulfonyl}-4-piperidinyl)-5-phenyl-1H-indole-7-carboxamide). The yield is 71.9%. Reaction SMILES: NS(N)(=O)=O.Cl[CH2:7][CH2:8][CH2:9][S:10]([N:13]1[CH2:18][CH2:17][CH:16]([C:19]2[C:27]3[C:22](=[C:23]([C:34]([NH2:36])=[O:35])[CH:24]=[C:25]([C:28]4[CH:33]=[CH:32][CH:31]=[CH:30][CH:29]=4)[CH:26]=3)[NH:21][CH:20]=2)[CH2:15][CH2:14]1)(=[O:12])=[O:11].[CH3:37][N:38]1[CH2:43][CH2:42][NH:41][CH2:40][CH2:39]1.C([O-])([O-])=O.[K+].[K+].[Na+].[I-]>>[CH3:37][N:38]1[CH2:43][CH2:42][N:41]([CH2:7][CH2:8][CH2:9][S:10]([N:13]2[CH2:18][CH2:17][CH:16]([C:19]3[C:27]4[C:22](=[C:23]([C:34]([NH2:36])=[O:35])[CH:24]=[C:25]([C:28]5[CH:33]=[CH:32][CH:31]=[CH:30][CH:29]=5)[CH:26]=4)[NH:21][CH:20]=3)[CH2:15][CH2:14]2)(=[O:12])=[O:11])[CH2:40][CH2:39]1 |f:3.4.5,6.7|. Reported procedure: Following the general procedure for aminosulfonamide formation outlined in example 2, 3-{1-[(3-chloropropyl)sulfonyl]-4-piperidinyl}-5-phenyl-1H-indole-7-carboxamide (65 mg, 0.14 mmol) and 1-methylpiperazine (70.5 mg, 0.7 mmol) were allowed to react in the presence of K2CO3 (77.3 mg, 0.56 mmol) and NaI (Cat. 2.13 mg). The resulting residue was purified by reverse phase HPLC eluting with 10% B to 80% B, where A=H2O (0.1% trifluoroacetic acid) and B=CH3CN (0.1% trifluoroacetic acid) to give the ti... The yield is 85.9%. Starting materials: CC12CCC(C3(OC4=C(C31C)C=C(C=C4)C(=O)C4=CC=C(C(=O)O)C=C4)C)C2 (4-[(1,2,3,4-tetrahydro-1,4a,9b-trimethyl-1,4-methanodibenzofuran-8-yl)carbonyl]benzoic acid), [H-].[Al+3].[Li+].[H-].[H-].[H-] (lithium aluminum hydride), [Cl-].[NH4+] (ammonium chloride). Conditions: time 3 hour. Yields the product CC12CCC(C3(OC4=C(C31C)C=C(C=C4)C(C4=CC=C(C=C4)CO)O)C)C2 (4-[(1,2,3,4-tetrahydro-1,4a,9b-trimethyl-1,4-methanodibenzofuran-8-yl) hydroxymethyl]phenylcarbinol). As a reaction SMILES: [CH3:1][C:2]12[CH2:28][CH:5]([C:6]3([CH3:27])[C:10]1([CH3:11])[C:9]1[CH:12]=[C:13]([C:16]([C:18]4[CH:26]=[CH:25][C:21]([C:22](O)=[O:23])=[CH:20][CH:19]=4)=[O:17])[CH:14]=[CH:15][C:8]=1[O:7]3)[CH2:4][CH2:3]2.[H-].[Al+3].[Li+].[H-].[H-].[H-].[Cl-].[NH4+]>O1CCCC1>[CH3:1][C:2]12[CH2:28][CH:5]([C:6]3([CH3:27])[C:10]1([CH3:11])[C:9]1[CH:12]=[C:13]([CH:16]([OH:17])[C:18]4[CH:19]=[CH:20][C:21]([CH2:22][OH:23])=[CH:25][CH:26]=4)[CH:14]=[CH:15][C:8]=1[O:7]3)[CH2:4][CH2:3]2 |f:1.2.3.4.5.6,7.8|. Procedure: A solution of 3.76 g (10 mmol) of the acid obtained in Example 18(b) was added dropwise to a suspension of 1.14 g of lithium aluminum hydride in 10 ml of tetrahydrofuran, and the mixture was maintained under stirring for 3 hours at room temperature. The reaction medium was neutralized at 0° C. by adding saturated ammonium chloride solution dropwise. The precipitate was filtered off, washed with hexane and dried to yield 3.13 g (86%) of the expected compound, melting at 113°-115° C. The solvent is O1CCCC1 (tetrahydrofuran).